This data is from the Open Reaction Database (ORD), a public repository of structured organic reaction records. The task is: describe an organic reaction: reactants, conditions, products, and yield Reactants: CC(C)(C)OC(=O)C(C)(C)Sc1nc(COCc2ccc(Br)cc2)cs1, O=C([O-])O, OB(O)Oc1ccc(C(F)(F)F)cc1, [Na+], C1COCCO1, O, c1ccc(P(c2ccccc2)(c2ccccc2)[Pd](P(c2ccccc2)(c2ccccc2)c2ccccc2)(P(c2ccccc2)(c2ccccc2)c2ccccc2)P(c2ccccc2)(c2ccccc2)c2ccccc2)cc1. Product: CC(C)(C)OC(=O)C(C)(C)Sc1nc(COCc2ccc(-c3ccc(C(F)(F)F)cc3)cc2)cs1. RXN SMILES: [C:1]([CH3:2])([CH3:3])([CH3:4])[O:5][C:6]([C:7]([CH3:8])([CH3:9])[S:10][c:11]1[s:12][cH:13][c:14]([CH2:16][O:17][CH2:18][c:19]2[cH:20][cH:21][c:22]([Br:25])[cH:23][cH:24]2)[n:15]1)=[O:26].[C:48](=[O:49])([O-:50])[OH:51].[F:27][C:28]([c:29]1[cH:30][cH:31][c:32]([O:35][B:36]([OH:37])[OH:38])[cH:33][cH:34]1)([F:39])[F:40].[Na+:52].[O:42]1[CH2:43][CH2:44][O:45][CH2:46][CH2:47]1.[OH2:41].[cH:53]1[cH:54][cH:55][c:56]([P:57]([Pd:58]([P:59]([c:60]2[cH:61][cH:62][cH:63][cH:64][cH:65]2)([c:66]2[cH:67][cH:68][cH:69][cH:70][cH:71]2)[c:72]2[cH:73][cH:74][cH:75][cH:76][cH:77]2)([P:78]([c:79]2[cH:80][cH:81][cH:82][cH:83][cH:84]2)([c:85]2[cH:86][cH:87][cH:88][cH:89][cH:90]2)[c:91]2[cH:92][cH:93][cH:94][cH:95][cH:96]2)[P:97]([c:98]2[cH:99][cH:100][cH:101][cH:102][cH:103]2)([c:104]2[cH:105][cH:106][cH:107][cH:108][cH:109]2)[c:110]2[cH:111][cH:112][cH:113][cH:114][cH:115]2)([c:116]2[cH:117][cH:118][cH:119][cH:120][cH:121]2)[c:122]2[cH:123][cH:124][cH:125][cH:126][cH:127]2)[cH:128][cH:129]1>>[C:1]([CH3:2])([CH3:3])([CH3:4])[O:5][C:6]([C:7]([CH3:8])([CH3:9])[S:10][c:11]1[s:12][cH:13][c:14]([CH2:16][O:17][CH2:18][c:19]2[cH:20][cH:21][c:22](-[c:32]3[cH:31][cH:30][c:29]([C:28]([F:27])([F:39])[F:40])[cH:34][cH:33]3)[cH:23][cH:24]2)[n:15]1)=[O:26]. Starting materials: [N+](=O)([O-])C=1C=C(C(=O)O)C=C(C1OC1=CC(=CC=C1)C(F)(F)F)S(N)(=O)=O (3-nitro-5-sulphamyl-4-(m-trifluoromethylphenoxy)-benzoic acid), [N+](=O)([O-])C=1C=C(C(=O)O)C=C(C1OC1=CC=CC=C1)S(N)(=O)=O (3-nitro-4-phenoxy-5-sulphamyl-benzoic acid). The product is NC=1C=C(C(=O)O)C=C(C1OC1=CC(=CC=C1)C(F)(F)F)S(N)(=O)=O (3-amino-5-sulphamyl-4-(m-trifluoromethylphenoxy)-benzoic acid). RXN SMILES: [N+:1]([C:4]1[CH:5]=[C:6]([CH:10]=[C:11]([S:24](=[O:27])(=[O:26])[NH2:25])[C:12]=1[O:13][C:14]1[CH:19]=[CH:18][CH:17]=[C:16]([C:20]([F:23])([F:22])[F:21])[CH:15]=1)[C:7]([OH:9])=[O:8])([O-])=O.[N+](C1C=C(C=C(S(=O)(=O)N)C=1OC1C=CC=CC=1)C(O)=O)([O-])=O>>[NH2:1][C:4]1[CH:5]=[C:6]([CH:10]=[C:11]([S:24](=[O:26])(=[O:27])[NH2:25])[C:12]=1[O:13][C:14]1[CH:19]=[CH:18][CH:17]=[C:16]([C:20]([F:22])([F:21])[F:23])[CH:15]=1)[C:7]([OH:9])=[O:8]. Procedure details: By substituting 3-nitro-5-sulphamyl-4-(m-trifluoromethylphenoxy)-benzoic acid for the 3-nitro-4-phenoxy-5-sulphamyl-benzoic acid of Example 1 B, the above compound was obtained with a melting point of 270°C. The reactants are C1(CCCC1)SC1=CC(=CC=C1)Br (1-(cyclopentylthio)-3-bromobenzene), C(CCC)[Li] (n-butyl lithium), S(=O)([O-])[O-].[Na+].[Na+] (sodium sulphite), II (iodine). Run in C1CCOC1 (THF), C1CCOC1 (THF), C1CCOC1 (THF). Yields the product C1(CCCC1)SC1=CC(=CC=C1)I (1-(Cyclopentylthio)-3-iodobenzene). The yield is 42.3%. As a reaction SMILES: [CH:1]1([S:6][C:7]2[CH:12]=[CH:11][CH:10]=[C:9](Br)[CH:8]=2)[CH2:5][CH2:4][CH2:3][CH2:2]1.C([Li])CCC.[I:19]I.S([O-])([O-])=O.[Na+].[Na+]>C1COCC1>[CH:1]1([S:6][C:7]2[CH:12]=[CH:11][CH:10]=[C:9]([I:19])[CH:8]=2)[CH2:5][CH2:4][CH2:3][CH2:2]1 |f:3.4.5|. Reported procedure: To a solution of 1-(cyclopentylthio)-3-bromobenzene (3.6 g) in dry THF (40 ml) at −60° under nitrogen was added n-butyl lithium (10 ml, 1.6M in hexanes). After stirring for 15 min a solution of iodine (4.3 g) in dry THF (30 ml) was added dropwise and the solution was allowed to warm to 0°. Wet THF was added to the brown solution, followed by aqueous sodium sulphite. The resulting colourless solution was extracted with diethyl ether and the combined organic extracts were washed with water, brine ... The reactants are ClC=1C=CC=C(C1C(=O)O)N (6-Chloroanthranilic acid), FC1=C(C(=O)Cl)C(=CC=C1)F (2,6-difluorobenzoyl chloride), C(C)(=O)NC1=CC2=C(N=C(OC2=O)C2=C(C=CC=C2F)F)C=C1 (6-Acetamido-(2,6-difluoro-phenyl)-benzo[d][1,3]oxazin-4-one). Solvent: C(C)N(CC)CC.C1(=CC=CC=C1)C (triethyl amine toluene). Yields the product ClC1=CC=CC=2N=C(OC(C21)=O)C2=C(C=CC=C2F)F (5-Chloro-2-(2,6-difluoro-phenyl)-benzo[d][1,3]oxazin-4-one). RXN SMILES: [Cl:1][C:2]1[CH:3]=[CH:4][CH:5]=[C:6]([NH2:11])[C:7]=1[C:8]([OH:10])=[O:9].[F:12][C:13]1[CH:21]=[CH:20][CH:19]=[C:18]([F:22])[C:14]=1[C:15](Cl)=O.C(NC1C=CC2N=C(C3C(F)=CC=CC=3F)OC(=O)C=2C=1)(=O)C>C(N(CC)CC)C.C1(C)C=CC=CC=1>[Cl:1][C:2]1[C:7]2[C:8](=[O:10])[O:9][C:15]([C:14]3[C:13]([F:12])=[CH:21][CH:20]=[CH:19][C:18]=3[F:22])=[N:11][C:6]=2[CH:5]=[CH:4][CH:3]=1 |f:3.4|. Reported procedure: 6-Chloroanthranilic acid (0.566 g), 2,6-difluorobenzoyl chloride (0.93 mL) and triethyl amine/toluene (1/1) (18 mL) were reacted as described under (10). Reaction time 2 days. Extraction between ethyl acetate (100 mL) and HCl (2N, 100 mL), followed by separation of the organic layer, drylng over MgSO4, filtering and evaporation gave a crude product which was dissolved in warm THF (20 mL) and precipitated with hexane. The resulting mixture was further purified on a silicagel column using dichloro... Reactants: mixture, IC1=CC(N(C=C1OC(C)C)C(C(=O)NC1=CC=C(C(=O)OC(C)(C)C)C=C1)C)=O (tert-butyl 4-({2-[4-iodo-2-oxo-5-(propan-2-yloxy)pyridin-1(2H)-yl]propanoyl}amino)benzoate), BrBr (bromine), ClC=1C=CC(=C(C1)B(O)O)C#N (5-chloro-2-cyanophenylboronic acid), [1,1-bis(diphenylphosphino)ferrocene]palladium(II) chloride dichloromethane. Yields the product ClC=1C=CC(=C(C1)C1=CC(N(C=C1OC(C)C)C(C(=O)NC1=CC=C(C(=O)OC(C)(C)C)C=C1)C)=O)C#N (tert-Butyl 4-({2-[4-(5-chloro-2-cyanophenyl)-5-isopropoxy-2-oxopyridin-1(2H)-yl]propanoyl}amino)benzoate). As a reaction SMILES: I[C:2]1[C:7]([O:8][CH:9]([CH3:11])[CH3:10])=[CH:6][N:5]([CH:12]([CH3:29])[C:13]([NH:15][C:16]2[CH:28]=[CH:27][C:19]([C:20]([O:22][C:23]([CH3:26])([CH3:25])[CH3:24])=[O:21])=[CH:18][CH:17]=2)=[O:14])[C:4](=[O:30])[CH:3]=1.BrBr.[Cl:33][C:34]1[CH:35]=[CH:36][C:37]([C:43]#[N:44])=[C:38](B(O)O)[CH:39]=1>>[Cl:33][C:34]1[CH:39]=[CH:38][C:37]([C:43]#[N:44])=[C:36]([C:2]2[C:7]([O:8][CH:9]([CH3:10])[CH3:11])=[CH:6][N:5]([CH:12]([CH3:29])[C:13]([NH:15][C:16]3[CH:17]=[CH:18][C:19]([C:20]([O:22][C:23]([CH3:26])([CH3:24])[CH3:25])=[O:21])=[CH:27][CH:28]=3)=[O:14])[C:4](=[O:30])[CH:3]=2)[CH:35]=1. Procedure: 100 mg of a mixture (3:1) of tert-butyl 4-({2-[4-iodo-2-oxo-5-(propan-2-yloxy)pyridin-1(2H)-yl]propanoyl}amino)benzoate (racemate) and the analogous bromine compound and 41 mg (0.23 mmol) of 5-chloro-2-cyanophenylboronic acid in the presence of [1,1-bis(diphenylphosphino)ferrocene]palladium(II) chloride/dichloromethane monoadduct were reacted according to General Method 2A. Yield: 31 mg (29% of theory)